From a dataset of the Open Reaction Database (ORD), a public repository of structured organic reaction records. describe an organic reaction: reactants, conditions, products, and yield RXN SMILES: [F:1][C:2]([F:15])([F:14])[O:3][C:4]1[CH:9]=[CH:8][CH:7]=[CH:6][C:5]=1[S:10]([NH2:13])(=[O:12])=[O:11].[C:16](=S)=[S:17].[OH-].[K+].C(OCC)(=O)C>CN(C)C=O>[F:15][C:2]([F:1])([F:14])[O:3][C:4]1[CH:9]=[CH:8][CH:7]=[CH:6][C:5]=1[S:10]([N:13]=[C:16]=[S:17])(=[O:11])=[O:12] |f:2.3|. Yields the product FC(OC1=C(C=CC=C1)S(=O)(=O)N=C=S)(F)F (2-trifluoromethoxy-phenylsulphonyl isothiocyanate). Procedure details: 24.1 g (0.1 mole) of 2-trifluoromethoxy-benzene-sulphonic acid amide are dissolved in 100 ml of dimethylformamide. 7.6 g (0.1 mole) of carbon disulphide and 5.6 g (0.1 mole) of potassium hydroxide powder are added and the reaction mixture is stirred at 35° C. until a clear solution has formed. A further 5.6 g (0.1 mole) of potassium hydroxide powder are then added and stirring is continued until a clear solution is formed. 100 ml of ethyl acetate are then added dropwise at 20° C. The product the... Reactants: [OH-].[K+] (potassium hydroxide), FC(OC1=C(C=CC=C1)S(=O)(=O)N)(F)F (2-trifluoromethoxy-benzene-sulphonic acid amide), C(=S)=S (carbon disulphide), [OH-].[K+] (potassium hydroxide), C(C)(=O)OCC (ethyl acetate). Solvent: CN(C=O)C (dimethylformamide). Conditions: temperature 35 celsius. Reactants: [OH-].[Na+] (sodium hydroxide), Cl (hydrochloric acid), CN1NC(=NN1)C=1C=CC2=C(C=C(CCO2)C(=O)OC)C1 (methyl 7-(2-methyl-1H-tetrazol-5-yl)-2,3-dihydro-1-benzoxepine-4-carboxylate), CO (methanol). The solvent is C1CCOC1 (THF). Conditions: temperature 50 celsius, time 4 hour. The product is CN1N=NN=C1C=1C=CC2=C(C=C(CCO2)C(=O)O)C1 (7-(1-methyl-1H-tetrazol-5-yl)-2,3-dihydro-1-benzoxepine-4-carboxylic acid). The yield is 95.0%. As a reaction SMILES: C[N:2]1[NH:6][N:5]=[C:4]([C:7]2[CH:8]=[CH:9][C:10]3[O:16][CH2:15][CH2:14][C:13]([C:17]([O:19]C)=[O:18])=[CH:12][C:11]=3[CH:21]=2)[NH:3]1.[OH-].[Na+].Cl.[CH3:25]O>C1COCC1>[CH3:25][N:3]1[C:4]([C:7]2[CH:8]=[CH:9][C:10]3[O:16][CH2:15][CH2:14][C:13]([C:17]([OH:19])=[O:18])=[CH:12][C:11]=3[CH:21]=2)=[N:5][N:6]=[N:2]1 |f:1.2|. Procedure: In methanol (3 ml) and THF (3 ml) was dissolved methyl 7-(2-methyl-1H-tetrazol-5-yl)-2,3-dihydro-1-benzoxepine-4-carboxylate (76 mg, 0.27 mmol), and to the mixture was added 1N sodium hydroxide solution (0.8 ml). The mixture was stirred at 50° C. for 4 hours, and to the mixture was added, under ice-cooling, 1N hydrochloric acid (0.8 ml). The mixture was concentrated under reduced pressure, and to the residue was added water. Insoluble materials were filtered, which were washed with water and dri... Reactants: N#N (N2), C(C)(C)(C)[Si](OC(C)C=1OC(=CN1)CN1N=CC(=N1)N)(C)C (2-{2-[1-(tert-Butyl-dimethyl-silanyloxy)-ethyl]-oxazol-5-ylmethyl}-2H-[1,2,3]triazol-4-ylamine), C1(=CC(=CC=C1)C1=C(N=CO1)C(=O)O)C (5-m-tolyl-oxazole-4-carboxylic acid), C=1C=CC2=C(C1)N=NN2O (HOBt), C(CCl)Cl (EDC). The reagents and catalysts are CN(C)C=1C=CN=CC1 (DMAP). Run in O (water), C(Cl)Cl (CH2Cl2), C(Cl)Cl (CH2Cl2), C(Cl)Cl (CH2Cl2). Conditions: time 30 minute. Product: C(C)(C)(C)[Si](OC(C)C=1OC(=CN1)CN1N=CC(=N1)NC(=O)C=1N=COC1C=1C=C(C=CC1)C)(C)C (5-m-Tolyl-oxazole-4-carboxylic acid (2-{2-[1-(tert-butyl-dimethyl-silanyloxy)-ethyl]-oxazol-5-ylmethyl}-2H-[1,2,3]triazol-4-yl)-amide). Reaction SMILES: N#N.[C:3]1([CH3:17])[CH:8]=[CH:7][CH:6]=[C:5]([C:9]2[O:13][CH:12]=[N:11][C:10]=2[C:14]([OH:16])=O)[CH:4]=1.C1C=CC2N(O)N=NC=2C=1.C(Cl)CCl.[C:32]([Si:36]([CH3:53])([CH3:52])[O:37][CH:38]([C:40]1[O:41][C:42]([CH2:45][N:46]2[N:50]=[C:49]([NH2:51])[CH:48]=[N:47]2)=[CH:43][N:44]=1)[CH3:39])([CH3:35])([CH3:34])[CH3:33]>C(Cl)Cl.CN(C1C=CN=CC=1)C.O>[C:32]([Si:36]([CH3:53])([CH3:52])[O:37][CH:38]([C:40]1[O:41][C:42]([CH2:45][N:46]2[N:50]=[C:49]([NH:51][C:14]([C:10]3[N:11]=[CH:12][O:13][C:9]=3[C:5]3[CH:4]=[C:3]([CH3:17])[CH:8]=[CH:7][CH:6]=3)=[O:16])[CH:48]=[N:47]2)=[CH:43][N:44]=1)[CH3:39])([CH3:35])([CH3:34])[CH3:33]. Procedure details: In a flame dried round-bottomed flask equipped with a magnetic stir bar and under inert atmosphere (N2), a solution of 5-m-tolyl-oxazole-4-carboxylic acid (31 mg, 0.16 mmol) in CH2Cl2 (1.0 mL) was treated at rt with HOBt (25 mg, 0.19 mmol), EDC (74 mg, 0.38 mmol), DMAP (5 mg, 0.04 mmol) and the resulting mixture was stirred at rt for 30 min. 2-{2-[1-(tert-Butyl-dimethyl-silanyloxy)-ethyl]-oxazol-5-ylmethyl}-2H-[1,2,3]triazol-4-ylamine (50 mg, 0.16 mmol) in CH2Cl2 (0.6 mL) was then added and the ...